From a dataset of the Open Reaction Database (ORD), a public repository of structured organic reaction records. describe an organic reaction: reactants, conditions, products, and yield Starting materials: C(C1=CC=CC=C1)N1CCC(CC1)(C1=CC2=CC=C(C=C2C=C1)OC)O (1-benzyl-4-hydroxy-4-(6-methoxynaphth-2-yl)piperidine), [H][H] (hydrogen). Reagents/catalysts: [Pd] (palladium on carbon). Run in CO (methanol). The product is OC1(CCNCC1)C1=CC2=CC=C(C=C2C=C1)OC (4-hydroxy-4-(6-methoxynaphth-2-yl)-piperidine). Yield: 85.8%. Reaction SMILES: C([N:8]1[CH2:13][CH2:12][C:11]([OH:26])([C:14]2[CH:23]=[CH:22][C:21]3[C:16](=[CH:17][CH:18]=[C:19]([O:24][CH3:25])[CH:20]=3)[CH:15]=2)[CH2:10][CH2:9]1)C1C=CC=CC=1.[H][H]>[Pd].CO>[OH:26][C:11]1([C:14]2[CH:23]=[CH:22][C:21]3[C:16](=[CH:17][CH:18]=[C:19]([O:24][CH3:25])[CH:20]=3)[CH:15]=2)[CH2:12][CH2:13][NH:8][CH2:9][CH2:10]1. Procedure: A mixture of 1.0 gm (2.9 mMol) 1-benzyl-4-hydroxy-4-(6-methoxynaphth-2-yl)piperidine and 5% palladium on carbon in 20 mL methanol was stirred at room temperature under about 1 atmosphere of hydrogen for 6 hours. The reaction mixture was filtered through a bed of CELITE and the filtrate was concentrated under reduced pressure to provide 0.64 gm (86%) of the desired compound as a white foam. A portion of the material was converted to the oxalate salt for analysis. Starting materials: OC1(CCNCC1)CNC(OC(C)(C)C)=O (tert-Butyl (4-hydroxypiperidin-4-yl)methylcarbamate), N1=C(C=CC=C1)C=1SC(=CN1)C=O (2-(Pyridin-2-yl)thiazole-5-carbaldehyde). The product is OC1(CCN(CC1)CC1=CN=C(S1)C1=NC=CC=C1)CNC(OC(C)(C)C)=O (tert-Butyl (4-hydroxy-1-((2-(pyridin-2-yl)thiazol-5-yl)methyl)piperidin-4-yl)methylcarbamate). As a reaction SMILES: [OH:1][C:2]1([CH2:8][NH:9][C:10](=[O:16])[O:11][C:12]([CH3:15])([CH3:14])[CH3:13])[CH2:7][CH2:6][NH:5][CH2:4][CH2:3]1.[N:17]1[CH:22]=[CH:21][CH:20]=[CH:19][C:18]=1[C:23]1[S:24][C:25]([CH:28]=O)=[CH:26][N:27]=1>>[OH:1][C:2]1([CH2:8][NH:9][C:10](=[O:16])[O:11][C:12]([CH3:13])([CH3:15])[CH3:14])[CH2:7][CH2:6][N:5]([CH2:28][C:25]2[S:24][C:23]([C:18]3[CH:19]=[CH:20][CH:21]=[CH:22][N:17]=3)=[N:27][CH:26]=2)[CH2:4][CH2:3]1. Procedure: According to the same procedure described in Example 101, starting with the compound prepared in Example 251 instead of the compound prepared in Example 226 and the compound prepared in Example 139 instead of 2-phenylthiazole-5-carbaldehyde, the title compound having the following physical data was obtained. The reactants are C1(C=CC(N1)=O)=O (maleimide), C(C)(=O)OC(C)=O (acetic anhydride). The product is C(C)(=O)N1C(C=CC1=O)=O (N-acetylmaleimide). Isolated yield 65.8%. Reaction SMILES: [C:1]1(=[O:7])[NH:5][C:4](=[O:6])[CH:3]=[CH:2]1.[C:8](OC(=O)C)(=[O:10])[CH3:9]>>[C:8]([N:5]1[C:4](=[O:6])[CH:3]=[CH:2][C:1]1=[O:7])(=[O:10])[CH3:9]. Reported procedure: A solution of maleimide (68 g; 700 mmol) in acetic anhydride (500 ml) is placed in a 1000 ml three-necked flask and the reaction mixture is then brought to reflux for 3 hours. After returning to 20° C., the reaction mixture is evaporated under reduced pressure, resulting in an oil, which is crystallized from ethyl acetate (100 ml). After filtering-off the solid and washing with ethyl acetate (25 ml) and diisopropyl ether (100 ml), and drying under reduced pressure at constant weight, N-acetylmal... Reactants: O=[O+][O-] (Ozone), CC1(OC(CC(O1)CC(=O)OC(C)(C)C)C=CC1=CC=CC=C1)C (1,1-dimethylethyl 2,2-dimethyl-6-(2-phenylethenyl)-1,3-dioxane-4-acetate). Reaction SMILES: [O:1]=[O+][O-].[CH3:4][C:5]1([CH3:27])[O:10][CH:9]([CH2:11][C:12]([O:14][C:15]([CH3:18])([CH3:17])[CH3:16])=[O:13])[CH2:8][CH:7]([CH:19]=CC2C=CC=CC=2)[O:6]1>C(Cl)Cl>[CH:19]([CH:7]1[O:6][C:5]([CH3:4])([CH3:27])[O:10][CH:9]([CH2:11][C:12]([O:14][C:15]([CH3:16])([CH3:17])[CH3:18])=[O:13])[CH2:8]1)=[O:1]. Yields the product C(=O)C1CC(OC(O1)(C)C)CC(=O)OC(C)(C)C (1,1-Dimethylethyl 6-formyl-2,2-dimethyl-1,3-dioxane-4acetate). Conditions: time 18 hour. Procedure: Ozone was bubbled into a solution of 1,1-dimethylethyl 2,2-dimethyl-6-(2-phenylethenyl)-1,3-dioxane-4-acetate (3.0 g, 9 mmol) in 100 mL of methylene chloride at -78° C. until a blue color persisted. Nitrogen was then bubbled into the solution without cooling until the color disappeared. The temperature had risen to -20° C. Methyl sulfide (3 mL) was added and the solution stirred for 18 hours. The solvent was removed in vacuo and the residue purified by chromatography on silica eluting with 20% e... Run in C(Cl)Cl (methylene chloride). Starting materials: C(=O)=O.C(C)(C)O (dry-ice isopropyl alcohol), BrC(=C)C (2-bromo-1-propene), BrC(=C)C (2-bromo-1-propene), [Cl-].[NH4+] (ammonium chloride), CC1=C(C(CCC1)(C)C)C=O (beta cyclocitral), [Li] (lithium), CC1=C(C(CCC1)(C)C)C=O (beta cyclocitral), [Li].C(C)OCC (lithium diethyl ether). Run in C(C)OCC (diethyl ether), C(C)OCC (diethyl ether). Reaction conditions: temperature 20 celsius, time 1.5 hour. Yields the product CC1=C(C(CCC1)(C)C)C(O)C(=C)C (2,6,6-trimethyl-α-isopropenyl-1-cyclohexene-1-methanol). RXN SMILES: C(=O)=O.[CH:4](O)([CH3:6])[CH3:5].[Li].[Li].C(OCC)C.BrC(C)=C.[CH3:19][C:20]1[CH2:25][CH2:24][CH2:23][C:22]([CH3:27])([CH3:26])[C:21]=1[CH:28]=[O:29].[Cl-].[NH4+]>C(OCC)C>[CH3:19][C:20]1[CH2:25][CH2:24][CH2:23][C:22]([CH3:26])([CH3:27])[C:21]=1[CH:28]([C:4]([CH3:6])=[CH2:5])[OH:29] |f:0.1,3.4,7.8,^1:7,8|. Procedure: Into a 500 ml flask equipped with immersion thermometer, mechanical stirrer, 250 ml addition funnel, Friedrich's condenser, dry-ice/isopropyl alcohol bath and gas bubbler is placed 1.9 grams (44.7 cm in length) (0.28 gram atoms) of cut up lithium wire and 100 ml anhydrous diethyl ether. The lithium/diethyl ether mixture is cooled to -10° C. 15.7 Grams (0.13 moles) of 2-bromo-1-propene (dissolved in approximately 40 ml anhydrous diethyl ether) is added drop-wise to the reaction mass keeping the t... The reactants are C=1C=CC2=C(C1)C(=O)NC(=O)O2 (carsalam), C(C)OC(C(C(=O)OCC)CCCCCCCCBr)=O (2-(8-bromooctyl)malonic acid diethyl ester), C([O-])([O-])=O.[Na+].[Na+] (sodium carbonate). The solvent is CC(=O)N(C)C (dimethylacetamide). Run at temperature 45 celsius, time 9 hour. Product: C(CCCCCCCCC)(=O)O (decanoic acid). RXN SMILES: C1C=CC2OC(=O)NC(=O)C=2C=1.C([O:15][C:16](=[O:32])[CH:17]([CH2:23][CH2:24][CH2:25][CH2:26][CH2:27][CH2:28][CH2:29][CH2:30]Br)C(OCC)=O)C.C(=O)([O-])[O-].[Na+].[Na+]>CC(N(C)C)=O>[C:16]([OH:32])(=[O:15])[CH2:17][CH2:23][CH2:24][CH2:25][CH2:26][CH2:27][CH2:28][CH2:29][CH3:30] |f:2.3.4|. Procedure details: 20 g (0.123 mole) carsalam (available from Sigma-Aldrich of Shiboygan Falls, Wis.), 43.16g (0.123 mole) 2-(8-bromooctyl)malonic acid diethyl ester (available from Allied Signal, Inc. of Morristown, N.J.), 15.52 g (0.137 mole) sodium carbonate (available from Sigma-Aldrich of St. Louis, Mo.) and 100 mL dimethylacetamide (DMA) (available from Sigma-Aldrich) were heated to about 75° C. for about 5 hours. The solids were filtered off and the filtrate was stirred in 2N sodium hydroxide at 45° C. for ... Starting materials: 1H- and 13C, Ar-H, S1C(=CC=C1)C=O (Thiophene-2-carboxaldehyde), C(C)(=O)OC(C)=O (acetic acid anhydride). Reagents/catalysts: S(O)(O)(=O)=O (sulfuric acid). Solvent: C(Cl)(Cl)Cl (CHCl3). Product: C(C)(=O)O.C(C)(=O)O.S1C(=CC=C1)C=O (Thiophene-2-carboxaldehyde Diacetate). RXN SMILES: [S:1]1[CH:5]=[CH:4][CH:3]=[C:2]1[CH:6]=[O:7].[C:8]([O:11]C(=O)C)(=[O:10])[CH3:9]>S(=O)(=O)(O)O.C(Cl)(Cl)Cl>[C:8]([OH:11])(=[O:10])[CH3:9].[C:8]([OH:11])(=[O:10])[CH3:9].[S:1]1[CH:5]=[CH:4][CH:3]=[C:2]1[CH:6]=[O:7] |f:4.5.6|. Reported procedure: Thiophene-2-carboxaldehyde (5.66 g, 0.050 mol) was dissolved in an excess of acetic acid anhydride (10 ml) and 3 drops conc. sulfuric acid added under stirring. The resulting green mixture was allowed to react at room temperature for 2.5 hr. The reaction mixture was then diluted with CHCl3 (25 ml) before washing twice with 10% aqueous NaHCO3 (20 ml). The organic phase was dried (MgSO4) and evaporated. The crude product was dissolved in hexane, and insoluble impurities were removed. The hexane so... Starting materials: CN1CC[C@]23C4=C5C=CC(=C4O[C@H]2C(=O)CC[C@]3([C@H]1C5)O)OC (oxycodone), Cl (Hydrochloric acid). Solvent: CC(C)O (IPA). Reaction conditions: time 40 minute. The product is CN1CC[C@]23C4=C5C=CC(=C4O[C@H]2C(=O)CC[C@]3([C@H]1C5)O)OC.Cl (oxycodone HCl). Yield: 93.0%. As a reaction SMILES: [CH3:1][N:2]1[C@@H:19]2[CH2:20][C:7]3[CH:8]=[CH:9][C:10]([O:22][CH3:23])=[C:11]4[O:12][C@H:13]5[C:14]([CH2:16][CH2:17][C@:18]2([OH:21])[C@:5]5([C:6]=34)[CH2:4][CH2:3]1)=[O:15].[ClH:24]>CC(O)C>[CH3:1][N:2]1[C@@H:19]2[CH2:20][C:7]3[CH:8]=[CH:9][C:10]([O:22][CH3:23])=[C:11]4[O:12][C@H:13]5[C:14]([CH2:16][CH2:17][C@:18]2([OH:21])[C@:5]5([C:6]=34)[CH2:4][CH2:3]1)=[O:15].[ClH:24] |f:3.4|. Reported procedure: As described above, oxycodone base purified (Lot P, 13.56 g, 43.0 mmol) was dissolved (in 80-mL beaker over 15 minutes) in the mixture of water (13 mL) and acetic acid (3.0 mL) at ambient temperature. Hydrochloric acid (10.41 mol/kg, 5.0 g or 51.6 mmol) was added to the solution over 5 minutes. Stirring was continued for another 40 minutes and IPA (55 mL) was added over 15 minutes. Stirring was continued for another 30 minutes. Precipitated product was filtered off, washed on filter with IPA (2×... Solvent: CN(C=O)C (N,N-dimethylformamide). Reported procedure: Following the procedure described in example 1§E, but starting from 4-hydroxy-4′-methylbiphenyl (194 mg), potassium carbonate (720 mg) and 1-bromo-3-chloropropane (517 μL) in N,N-dimethylformamide (1.5 mL) affords 274 g of 4-(3-chloropropoxy)-4′-methylbiphenyl. Yields the product ClCCCOC1=CC=C(C=C1)C1=CC=C(C=C1)C (4-(3-chloropropoxy)-4′-methylbiphenyl). Starting materials: OC1=CC=C(C=C1)C1=CC=C(C=C1)C (4-hydroxy-4′-methylbiphenyl), C([O-])([O-])=O.[K+].[K+] (potassium carbonate), BrCCCCl (1-bromo-3-chloropropane). RXN SMILES: [OH:1][C:2]1[CH:7]=[CH:6][C:5]([C:8]2[CH:13]=[CH:12][C:11]([CH3:14])=[CH:10][CH:9]=2)=[CH:4][CH:3]=1.C(=O)([O-])[O-].[K+].[K+].Br[CH2:22][CH2:23][CH2:24][Cl:25]>CN(C)C=O>[Cl:25][CH2:24][CH2:23][CH2:22][O:1][C:2]1[CH:3]=[CH:4][C:5]([C:8]2[CH:13]=[CH:12][C:11]([CH3:14])=[CH:10][CH:9]=2)=[CH:6][CH:7]=1 |f:1.2.3|. Starting materials: CC(C)(C)[Si](C)(C)OC1COC(c2cccnc2)C1C=O, ClCCl, COC(=O)C=P(c1ccccc1)(c1ccccc1)c1ccccc1. Yields the product COC(=O)C=CC1C(O[Si](C)(C)C(C)(C)C)COC1c1cccnc1. As a reaction SMILES: [C:1]([CH3:2])([CH3:3])([CH3:4])[Si:5]([O:6][CH:7]1[CH:8]([CH:18]=[O:19])[CH:9]([c:12]2[cH:13][n:14][cH:15][cH:16][cH:17]2)[O:10][CH2:11]1)([CH3:20])[CH3:21].[CH2:46]([Cl:47])[Cl:48].[c:22]1([P:23]([c:24]2[cH:25][cH:26][cH:27][cH:28][cH:29]2)([c:30]2[cH:31][cH:32][cH:33][cH:34][cH:35]2)=[CH:41][C:42](=[O:43])[O:44][CH3:45])[cH:36][cH:37][cH:38][cH:39][cH:40]1>>[C:1]([CH3:2])([CH3:3])([CH3:4])[Si:5]([O:6][CH:7]1[CH:8]([CH:18]=[CH:41][C:42](=[O:43])[O:44][CH3:45])[CH:9]([c:12]2[cH:13][n:14][cH:15][cH:16][cH:17]2)[O:10][CH2:11]1)([CH3:20])[CH3:21].